This data is from the Open Reaction Database (ORD), a public repository of structured organic reaction records. The task is: describe an organic reaction: reactants, conditions, products, and yield Starting materials: [Cl-].[Na+] (sodium chloride), C(CCC)[Li] (n-butyllithium), CN(C)C=O (DMF), BrC=1C=CC(=C(C1)C)OC (5-bromo-2-methoxytoluene). The solvent is C1CCOC1 (THF). Conditions: time 70 minute. Yields the product COC1=C(C=C(C=C1)C=O)C ((4-Methoxy-3-methylphenyl)formaldehyde). The yield is 91.4%. Reaction SMILES: C([Li])CCC.Br[C:7]1[CH:8]=[CH:9][C:10]([O:14][CH3:15])=[C:11]([CH3:13])[CH:12]=1.CN([CH:19]=[O:20])C.[Cl-].[Na+]>C1COCC1>[CH3:15][O:14][C:10]1[CH:9]=[CH:8][C:7]([CH:19]=[O:20])=[CH:12][C:11]=1[CH3:13] |f:3.4|. Reported procedure: A stirred solution of 180 mL (1.6 Molar in hexane: 0.29 mole) of n-butyllithium in 250 mL of THF was cooled to below −60° C., and a solution of 50 grams (0.26 mole) of 5-bromo-2-methoxytoluene (commercially available) was added at a rate to maintain the reaction mixture temperature below −55° C. Upon completion of addition, the reaction mixture was cooled to about −60° C. to −70° C. where it stirred for 70 minutes. After this time, 80 mL (0.99 mole) of DMF was added to the reaction mixture at a ...